From a dataset of the Open Reaction Database (ORD), a public repository of structured organic reaction records. describe an organic reaction: reactants, conditions, products, and yield Starting materials: Cl (HCl), [OH-].[K+] (KOH), OC1=CC=C(C=C1)C1=CC=C(C=C1)OCC(CC)C (4-hydroxy-4'-(2-methylbutoxy)-biphenyl), ClCCCCCCO (6-chloro-1-hexanol). Run in O.C(C)O (water ethanol). Product: OCCCCCCOC1=CC=C(C=C1)C1=CC=C(C=C1)OCC(CC)C (4-(6-hydroxyhexoxy)-4'-(2-methylbutoxy)-biphenyl). As a reaction SMILES: [OH-].[K+].[OH:3][C:4]1[CH:9]=[CH:8][C:7]([C:10]2[CH:15]=[CH:14][C:13]([O:16][CH2:17][CH:18]([CH3:21])[CH2:19][CH3:20])=[CH:12][CH:11]=2)=[CH:6][CH:5]=1.Cl[CH2:23][CH2:24][CH2:25][CH2:26][CH2:27][CH2:28][OH:29].Cl>O.C(O)C>[OH:29][CH2:28][CH2:27][CH2:26][CH2:25][CH2:24][CH2:23][O:3][C:4]1[CH:5]=[CH:6][C:7]([C:10]2[CH:15]=[CH:14][C:13]([O:16][CH2:17][CH:18]([CH3:21])[CH2:19][CH3:20])=[CH:12][CH:11]=2)=[CH:8][CH:9]=1 |f:0.1,5.6|. Procedure details: 4.5 g of KOH and 15 g of 4-hydroxy-4'-(2-methylbutoxy)-biphenyl are dissolved in 150 ml of a 1:1 water/ethanol mixture, the solution is raised to the boil and 9 g of 6-chloro-1-hexanol are slowly added dropwise, whilst stirring, after which the batch is refluxed for about 10 hours. When the reaction solution has cooled, it is acidified with HCl and the product is extracted with CHCl3 in a separating funnel. The CHCl3 is then stripped off and the crude product is recrystallized from ethanol (melt... Starting materials: CCOC(=O)c1cc2c(CC)nc(CC)cc2n(Cc2ccc(-c3ccccc3-c3nnn(C(c4ccccc4)(c4ccccc4)c4ccccc4)n3)cc2)c1=O, [Na+], C1COCCO1, [OH-]. The product is CCc1cc2c(cc(C(=O)O)c(=O)n2Cc2ccc(-c3ccccc3-c3nnn(C(c4ccccc4)(c4ccccc4)c4ccccc4)n3)cc2)c(CC)n1. Reaction SMILES: [CH2:1]([CH3:2])[c:3]1[c:4]2[cH:5][c:6]([C:53](=[O:54])[O:55][CH2:56][CH3:57])[c:7](=[O:52])[n:8]([CH2:15][c:16]3[cH:17][cH:18][c:19](-[c:22]4[c:23](-[c:28]5[n:29][n:30][n:31]([C:33]([c:34]6[cH:35][cH:36][cH:37][cH:38][cH:39]6)([c:40]6[cH:41][cH:42][cH:43][cH:44][cH:45]6)[c:46]6[cH:47][cH:48][cH:49][cH:50][cH:51]6)[n:32]5)[cH:24][cH:25][cH:26][cH:27]4)[cH:20][cH:21]3)[c:9]2[cH:10][c:11]([CH2:13][CH3:14])[n:12]1.[Na+:59].[O:60]1[CH2:61][CH2:62][O:63][CH2:64][CH2:65]1.[OH-:58]>>[CH2:1]([CH3:2])[c:3]1[c:4]2[cH:5][c:6]([C:53](=[O:54])[OH:55])[c:7](=[O:52])[n:8]([CH2:15][c:16]3[cH:17][cH:18][c:19](-[c:22]4[c:23](-[c:28]5[n:29][n:30][n:31]([C:33]([c:34]6[cH:35][cH:36][cH:37][cH:38][cH:39]6)([c:40]6[cH:41][cH:42][cH:43][cH:44][cH:45]6)[c:46]6[cH:47][cH:48][cH:49][cH:50][cH:51]6)[n:32]5)[cH:24][cH:25][cH:26][cH:27]4)[cH:20][cH:21]3)[c:9]2[cH:10][c:11]([CH2:13][CH3:14])[n:12]1.